Dataset: the Open Reaction Database (ORD), a public repository of structured organic reaction records. Task: describe an organic reaction: reactants, conditions, products, and yield The reactants are C(C1=CC=CC=C1)OC=1C=C2C=CC(=CC2=CC1)C(C(C)C)(O)C=1N=CN(C1)C(C1=CC=CC=C1)(C1=CC=CC=C1)C1=CC=CC=C1 (1-(6-Benzyloxynaphthalen-2-yl)-1-(1-trityl-1H-imidazol-4-yl)-2-methyl-1-propanol), C1CCOC1 (THF). Reagents/catalysts: [C].[Pd] (palladium carbon). The solvent is CO (methanol). Reaction conditions: time 5 hour. Yields the product C(C)(=O)OC=1C=C2C=CC(=CC2=CC1)C(C(C)C)(O)C=1N=CNC1 (1-(6-Acetoxynaphthalen-2-yl)-1-(1H-imidazol-4-yl)-2-methyl-1-propanol). RXN SMILES: [CH2:1]([O:8][C:9]1[CH:10]=[C:11]2[C:16](=[CH:17][CH:18]=1)[CH:15]=[C:14]([C:19]([C:24]1[N:25]=[CH:26][N:27](C(C3C=CC=CC=3)(C3C=CC=CC=3)C3C=CC=CC=3)[CH:28]=1)([OH:23])[CH:20]([CH3:22])[CH3:21])[CH:13]=[CH:12]2)[C:2]1C=CC=CC=1.C1C[O:51]CC1>CO.[C].[Pd]>[C:1]([O:8][C:9]1[CH:10]=[C:11]2[C:16](=[CH:17][CH:18]=1)[CH:15]=[C:14]([C:19]([C:24]1[N:25]=[CH:26][NH:27][CH:28]=1)([OH:23])[CH:20]([CH3:22])[CH3:21])[CH:13]=[CH:12]2)(=[O:51])[CH3:2] |f:3.4|. Procedure: 1-(6-Benzyloxynaphthalen-2-yl)-1-(1-trityl-1H-imidazol-4-yl)-2-methyl-1-propanol (2.4 g) was dissolved in a mixed solution of THF and methanol (1:1, 160 ml). To the solution was added 10% palladium carbon (0.8 g). The mixture was stirred for 5 h under hydrogen atmosphere. The catalyst was filtered off, and filtrate was concentrated. The residue was crystallized from THF-ethyl acetate to give the titled compound (1.20 g) as a colorless powder. Procedure: To a solution of N-((5-bromopyridin-2-yl)methyl)acetamide (450 mg, 1.96 mmol) in toluene (15 mL) was added POCl3 (600 mg, 3.92 mmol) and the mixture stirred at refluxing temperature for 6 h. After cooling, the reaction mixture was quenched by adding water (1 mL) and concentrated to remove toluene. The residue was diluted with water (5 mL) and extracted with EtOAc (3×10 mL) with the organic layer concentrated to give a crude product which was used in next step without further purification (290 mg... Starting materials: BrC=1C=CC(=NC1)CNC(C)=O (N-((5-bromopyridin-2-yl)methyl)acetamide), O=P(Cl)(Cl)Cl (POCl3). Yield: 70.0%. Yields the product BrC=1C=CC=2N(C1)C(=NC2)C (6-bromo-3-methylimidazo[1,5-a]pyridine). Solvent: C1(=CC=CC=C1)C (toluene). Reaction SMILES: [Br:1][C:2]1[CH:3]=[CH:4][C:5]([CH2:8][NH:9][C:10](=O)[CH3:11])=[N:6][CH:7]=1.O=P(Cl)(Cl)Cl>C1(C)C=CC=CC=1>[Br:1][C:2]1[CH:3]=[CH:4][C:5]2[N:6]([C:10]([CH3:11])=[N:9][CH:8]=2)[CH:7]=1. Reactants: COC(=O)C=1C=NN(C1)C1=CC=C(C=C1)C=O (1-(4-formylphenyl)-1H-pyrazol-4-carboxylic acid methyl ester), C1(=CC=CC=C1)N1CCNCC1 (1-phenyl piperazine), C(#N)[BH3-].[Na+] (sodium cyanoborohydride), C(=O)(O)[O-].[Na+] (NaHCO3). The solvent is ClCCl (dichloromethane), O1CCCC1 (tetrahydrofuran), CO (methanol), C(C)(=O)O (acetic acid). Reaction conditions: temperature 0 celsius, time 14 hour. The product is COC(=O)C=1C=NN(C1)C1=CC=C(C=C1)CN1CCN(CC1)C1=CC=CC=C1 (1-[4-(4-phenylpiperazin-1-yl-methyl)phenyl]-1H-pyrazol-4-carboxylic acid methyl ester). Isolated yield 47.7%. RXN SMILES: [CH3:1][O:2][C:3]([C:5]1[CH:6]=[N:7][N:8]([C:10]2[CH:15]=[CH:14][C:13]([CH:16]=O)=[CH:12][CH:11]=2)[CH:9]=1)=[O:4].[C:18]1([N:24]2[CH2:29][CH2:28][NH:27][CH2:26][CH2:25]2)[CH:23]=[CH:22][CH:21]=[CH:20][CH:19]=1.C([BH3-])#N.[Na+].C([O-])(O)=O.[Na+]>ClCCl.O1CCCC1.CO.C(O)(=O)C>[CH3:1][O:2][C:3]([C:5]1[CH:6]=[N:7][N:8]([C:10]2[CH:15]=[CH:14][C:13]([CH2:16][N:27]3[CH2:28][CH2:29][N:24]([C:18]4[CH:23]=[CH:22][CH:21]=[CH:20][CH:19]=4)[CH2:25][CH2:26]3)=[CH:12][CH:11]=2)[CH:9]=1)=[O:4] |f:2.3,4.5|. Procedure: A mixture of 1-(4-formylphenyl)-1H-pyrazol-4-carboxylic acid methyl ester (5.0 g), 1-phenyl piperazine (4.21 g), acetic acid (3.7 ml), sodium cyanoborohydride (1.55 g), methanol (110 ml), tetrahydrofuran (75 ml) and dichloromethane (20 ml) was stirred for 15 minutes at 0° C. and for 14 hours at ambient temperature. The reaction mixture was poured into saturated NaHCO3 aqueous solution and extracted with ethyl acetate. The organic layer was dried over magnesium sulfate, filtered, and evaporated. ... Starting materials: CC(C)(C)OC(=O)c1ccc(Br)cc1Nc1ccc(F)cc1, O=C([O-])O, CCO, Cc1ccccc1, CC1(C)OB(c2cncc3ccccc23)OC1(C)C, [Na+], O, c1ccc(P(c2ccccc2)(c2ccccc2)[Pd](P(c2ccccc2)(c2ccccc2)c2ccccc2)(P(c2ccccc2)(c2ccccc2)c2ccccc2)P(c2ccccc2)(c2ccccc2)c2ccccc2)cc1. Yields the product CC(C)(C)OC(=O)c1ccc(-c2cncc3ccccc23)cc1Nc1ccc(F)cc1. RXN SMILES: [Br:8][c:9]1[cH:10][c:11]([NH:22][c:23]2[cH:24][cH:25][c:26]([F:29])[cH:27][cH:28]2)[c:12]([C:13](=[O:14])[O:15][C:16]([CH3:17])([CH3:18])[CH3:19])[cH:20][cH:21]1.[C:49](=[O:50])([O-:51])[OH:52].[CH3:132][CH2:133][OH:134].[CH3:1][c:2]1[cH:3][cH:4][cH:5][cH:6][cH:7]1.[CH3:30][C:31]1([CH3:32])[C:33]([CH3:34])([CH3:35])[O:36][B:37]([c:38]2[cH:39][n:40][cH:41][c:42]3[cH:43][cH:44][cH:45][cH:46][c:47]23)[O:48]1.[Na+:53].[OH2:131].[cH:54]1[cH:55][cH:56][c:57]([P:58]([Pd:59]([P:60]([c:61]2[cH:62][cH:63][cH:64][cH:65][cH:66]2)([c:67]2[cH:68][cH:69][cH:70][cH:71][cH:72]2)[c:73]2[cH:74][cH:75][cH:76][cH:77][cH:78]2)([P:79]([c:80]2[cH:81][cH:82][cH:83][cH:84][cH:85]2)([c:86]2[cH:87][cH:88][cH:89][cH:90][cH:91]2)[c:92]2[cH:93][cH:94][cH:95][cH:96][cH:97]2)[P:98]([c:99]2[cH:100][cH:101][cH:102][cH:103][cH:104]2)([c:105]2[cH:106][cH:107][cH:108][cH:109][cH:110]2)[c:111]2[cH:112][cH:113][cH:114][cH:115][cH:116]2)([c:117]2[cH:118][cH:119][cH:120][cH:121][cH:122]2)[c:123]2[cH:124][cH:125][cH:126][cH:127][cH:128]2)[cH:129][cH:130]1>>[c:9]1(-[c:38]2[cH:39][n:40][cH:41][c:42]3[cH:43][cH:44][cH:45][cH:46][c:47]23)[cH:10][c:11]([NH:22][c:23]2[cH:24][cH:25][c:26]([F:29])[cH:27][cH:28]2)[c:12]([C:13](=[O:14])[O:15][C:16]([CH3:17])([CH3:18])[CH3:19])[cH:20][cH:21]1. As a reaction SMILES: [NH2:1][C@H:2]([C:4]([NH:6][C@H:7]([C:12]([OH:14])=[O:13])[C@H:8]([CH2:10][CH3:11])[CH3:9])=[O:5])[CH3:3].[Na+].[CH3:16][CH:17]([CH3:24])[CH2:18][C:19](=O)[C:20]([O-:22])=[O:21].C([BH3-])#N.[Na+]>O>[C:20]([CH:19]([NH:1][C@H:2]([C:4]([NH:6][C@H:7]([C:12]([OH:14])=[O:13])[C@H:8]([CH2:10][CH3:11])[CH3:9])=[O:5])[CH3:3])[CH2:18][CH:17]([CH3:24])[CH3:16])([OH:22])=[O:21] |f:1.2,3.4|. Starting materials: N[C@@H](C)C(=O)N[C@@H]([C@@H](C)CC)C(=O)O (L-alanyl-L-isoleucine), [Na+].CC(CC(C(=O)[O-])=O)C (4-methyl-2-oxopentanoic acid sodium salt), C(#N)[BH3-].[Na+] (sodium cyanoborohydride). Solvent: O (water). The yield is 85.2%. Yields the product C(=O)(O)C(CC(C)C)N[C@@H](C)C(=O)N[C@@H]([C@@H](C)CC)C(=O)O (N-(1-Carboxy-3-methylbutyl)-L-alanyl-L-isoleucine). Procedure details: A solution of L-alanyl-L-isoleucine (150 mg) and 4-methyl-2-oxopentanoic acid sodium salt (564 mg) in water was adjusted to pH 7 and treated with 140 mg of sodium cyanoborohydride at room temperature for several days. The reaction was quenched with strong acid ion-exchange resin, added to a column of the same resin, and eluted with 2% pyridine in water. Freeze drying afforded 200 mg (84.9%) of white fluffy solid, N-(1-carboxy-3-methylbutyl)-L-alanyl-L-isoleucine. Mass spectrum showed peaks at 46...